Dataset: the Open Reaction Database (ORD), a public repository of structured organic reaction records. Task: describe an organic reaction: reactants, conditions, products, and yield Procedure details: The methyl ester from Step I (565 mg, 1.13 mmol) was acylated with trans-4-methylcyclohexyl carboxylic acid chloride as previously described (example 11, step II) to give 41 mg (27%) of 5-cyclohex-1-enyl-3-[(trans-4-methyl-cyclohexanecarbonyl)-phenyl-amino]-thiophene-2-carboxylic acid methyl ester. As a reaction SMILES: [CH3:1][O:2][C:3]([C:5]1[S:6][C:7]([C:17]2[CH2:22][CH2:21][CH2:20][CH2:19][CH:18]=2)=[CH:8][C:9]=1[NH:10][C:11]1[CH:16]=[CH:15][CH:14]=[CH:13][CH:12]=1)=[O:4].[CH3:23][C@H:24]1[CH2:29][CH2:28][C@H:27]([C:30](Cl)=[O:31])[CH2:26][CH2:25]1>>[CH3:1][O:2][C:3]([C:5]1[S:6][C:7]([C:17]2[CH2:22][CH2:21][CH2:20][CH2:19][CH:18]=2)=[CH:8][C:9]=1[N:10]([C:30]([C@H:27]1[CH2:28][CH2:29][C@H:24]([CH3:23])[CH2:25][CH2:26]1)=[O:31])[C:11]1[CH:16]=[CH:15][CH:14]=[CH:13][CH:12]=1)=[O:4]. Product: COC(=O)C=1SC(=CC1N(C1=CC=CC=C1)C(=O)[C@@H]1CC[C@H](CC1)C)C1=CCCCC1 (5-cyclohex-1-enyl-3-[(trans-4-methyl-cyclohexanecarbonyl)-phenyl-amino]-thiophene-2-carboxylic acid methyl ester). Yield: 27.0%. The reactants are COC(=O)C=1SC(=CC1NC1=CC=CC=C1)C1=CCCCC1 (5-cyclohex-1-enyl-3-phenylamino-thiophene-2-carboxylic acid methyl ester), C[C@@H]1CC[C@H](CC1)C(=O)Cl (trans-4-methylcyclohexyl carboxylic acid chloride). The reactants are CCCOc1cnc(CN=[N+]=[N-])cc1O, C1CCOC1, O, c1ccc(P(c2ccccc2)c2ccccc2)cc1. Product: CCCOc1cnc(CN)cc1O. As a reaction SMILES: [N:1](=[N+:2]=[N-:3])[CH2:4][c:5]1[n:6][cH:7][c:8]([O:12][CH2:13][CH2:14][CH3:15])[c:9]([OH:11])[cH:10]1.[O:36]1[CH2:37][CH2:38][CH2:39][CH2:40]1.[OH2:35].[c:16]1([P:17]([c:18]2[cH:19][cH:20][cH:21][cH:22][cH:23]2)[c:24]2[cH:25][cH:26][cH:27][cH:28][cH:29]2)[cH:30][cH:31][cH:32][cH:33][cH:34]1>>[NH2:1][CH2:4][c:5]1[n:6][cH:7][c:8]([O:12][CH2:13][CH2:14][CH3:15])[c:9]([OH:11])[cH:10]1. Reactants: BrN1C(CCC1=O)=O (N-bromosuccinimide), CN1N2C(C(C=3C=CC=CC13)=O)=CC=C2 (5-methylpyrrolo[1,2-b]cinnolin-10(5H)-one). Solvent: C1CCOC1 (THF), C1CCOC1 (THF). Run at time 16 hour. Product: BrC1=CC=C2N1N(C=1C=CC=CC1C2=O)C (3-Bromo-5-methylpyrrolo[1,2-b]cinnolin-10(5H)-one). The yield is 71.5%. Reaction SMILES: [Br:1]N1C(=O)CCC1=O.[CH3:9][N:10]1[C:19]2[CH:18]=[CH:17][CH:16]=[CH:15][C:14]=2[C:13](=[O:20])[C:12]2=[CH:21][CH:22]=[CH:23][N:11]12>C1COCC1>[Br:1][C:23]1[N:11]2[N:10]([CH3:9])[C:19]3[CH:18]=[CH:17][CH:16]=[CH:15][C:14]=3[C:13](=[O:20])[C:12]2=[CH:21][CH:22]=1. Procedure: A solution of N-bromosuccinimide (3.5 g) in 50 mL of THF was added dropwise to a solution of 5-methylpyrrolo[1,2-b]cinnolin-10(5H)-one (3.8 g) in 70 mL of dry THF at 0° C. After 16 hours of stirring at room temperature, the solution was concentrated and the residue taken up in 200 mL of CHCl3. This solution was washed with H2O, dried over MgSO4, filtered and concentrated. The residue was purified by HPLC (silica, dichloromethane) to give 3.8 g of yellow crystals. This material was recrystallized... Reactants: [BH3-]C#N.[Na+] (NaCNBH3), O=C(CNC1(CCCC1)C(=O)OC)C1=CC=CC=C1 (Methyl 1-[(2-oxo-2-phenylethyl)amino]cyclopentanecarboxylate), Cl.C(C)OC(CN)=O (glycine ethyl ester hydrochloride), CC(=O)O (AcOH). Solvent: CCO (EtOH). Conditions: time 5 minute. Product: O=C1N([C@@H](CNC12CCCC2)C2=CC=CC=C2)CC(=O)OCC (Ethyl [(8R)-10-oxo-8-phenyl-6,9-diazaspiro[4.5]dec-9-yl]acetate). Reaction SMILES: O=[C:2]([C:14]1[CH:19]=[CH:18][CH:17]=[CH:16][CH:15]=1)[CH2:3][NH:4][C:5]1([C:10]([O:12]C)=O)[CH2:9][CH2:8][CH2:7][CH2:6]1.Cl.[CH2:21]([O:23][C:24](=[O:27])[CH2:25][NH2:26])[CH3:22].CC(O)=O.[BH3-]C#N.[Na+]>CCO>[O:12]=[C:10]1[C:5]2([CH2:6][CH2:7][CH2:8][CH2:9]2)[NH:4][CH2:3][C@@H:2]([C:14]2[CH:19]=[CH:18][CH:17]=[CH:16][CH:15]=2)[N:26]1[CH2:25][C:24]([O:23][CH2:21][CH3:22])=[O:27] |f:1.2,4.5|. Reported procedure: To a stirred mixture of methyl 1-[(2-oxo-2-phenylethyl)amino]cyclopentanecarboxylate from Step A (1.10 g, 2.67 mmol) and glycine ethyl ester hydrochloride (881 mg, 6.31 mmol) in EtOH (10 mL) was added AcOH (0.72 mL, 12.6 mmol). The resulting mixture was stirred at ambient temperature for 5 min, then NaCNBH3 (397 mg, 6.31 mmol) was added. The reaction mixture was heated to 70° C. for 3 h then allowed to cool. The reaction mixture was quenched with saturated aqueous NaHCO3 and then extracted with ...